The task is: describe an organic reaction: reactants, conditions, products, and yield. This data is from the Open Reaction Database (ORD), a public repository of structured organic reaction records. Reactants: O (H2O), C(C1=CC=CC=C1)N1CC2=CC=C(C=C2C1=O)C(=O)OC (methyl 2-benzyl-3-oxoisoindoline-5-carboxylate), C(C1=CC=CC=C1)N1CC2=CC=C(C=C2C1=O)C(=O)OC (methyl 2-benzyl-3-oxoisoindoline-5-carboxylate), C1CCOC1 (THF), Cl (HCl). The solvent is CO (methanol), CC(OCC)=O (EA). Product: C(C1=CC=CC=C1)N1CC2=CC=C(C=C2C1=O)C(=O)O (2-benzyl-3-oxoisoindoline-5-carboxylic acid). Reaction SMILES: O.[CH2:2]([N:9]1[C:17](=[O:18])[C:16]2[C:11](=[CH:12][CH:13]=[C:14]([C:19]([O:21]C)=[O:20])[CH:15]=2)[CH2:10]1)[C:3]1[CH:8]=[CH:7][CH:6]=[CH:5][CH:4]=1.C1COCC1.Cl>CC(=O)OCC.CO>[CH2:2]([N:9]1[C:17](=[O:18])[C:16]2[C:11](=[CH:12][CH:13]=[C:14]([C:19]([OH:21])=[O:20])[CH:15]=2)[CH2:10]1)[C:3]1[CH:4]=[CH:5][CH:6]=[CH:7][CH:8]=1. Procedure details: H2O (0.30 g, 7.11 mmol) was added to a solution of methyl 2-benzyl-3-oxoisoindoline-5-carboxylate (Chemical Formula 7) (0.5 g, 1.78 mmol) in a mixture of 3:1:1(v/v/v) THF:methanol:H20 which was then stirred for 1 hour. The reaction progress was monitored using TLC [Hex:EA=1:1]. When the reaction was completed, the pH of the reaction mixture was adjusted to 4 with 1N HCl, followed by extraction with ethyl acetate. The organic layer thus obtained was dried over anhydrous MgSO4, filtered and concen...